Dataset: the Open Reaction Database (ORD), a public repository of structured organic reaction records. Task: describe an organic reaction: reactants, conditions, products, and yield The reactants are CCOC(=O)N=NC(=O)OCC, C1CCOC1, O=C(OCc1ccccc1)N1CCCC2(CCN(C3CCC(O)CC3)C2=O)C1, O=C(O)c1ccccc1, c1ccc(P(c2ccccc2)c2ccccc2)cc1. Yields the product O=C(OC1CCC(N2CCC3(CCCN(C(=O)OCc4ccccc4)C3)C2=O)CC1)c1ccccc1. RXN SMILES: [O:1]=[C:2]([O:3][CH2:4][CH3:5])[N:6]=[N:7][C:8]([O:9][CH2:10][CH3:11])=[O:12].[O:60]1[CH2:61][CH2:62][CH2:63][CH2:64]1.[OH:13][CH:14]1[CH2:15][CH2:16][CH:17]([N:20]2[C:21](=[O:40])[C:22]3([CH2:23][CH2:24]2)[CH2:25][N:26]([C:30](=[O:31])[O:32][CH2:33][c:34]2[cH:35][cH:36][cH:37][cH:38][cH:39]2)[CH2:27][CH2:28][CH2:29]3)[CH2:18][CH2:19]1.[OH:65][C:66](=[O:67])[c:68]1[cH:69][cH:70][cH:71][cH:72][cH:73]1.[c:41]1([P:42]([c:43]2[cH:44][cH:45][cH:46][cH:47][cH:48]2)[c:49]2[cH:50][cH:51][cH:52][cH:53][cH:54]2)[cH:55][cH:56][cH:57][cH:58][cH:59]1>>[O:13]([CH:14]1[CH2:15][CH2:16][CH:17]([N:20]2[C:21](=[O:40])[C:22]3([CH2:23][CH2:24]2)[CH2:25][N:26]([C:30](=[O:31])[O:32][CH2:33][c:34]2[cH:35][cH:36][cH:37][cH:38][cH:39]2)[CH2:27][CH2:28][CH2:29]3)[CH2:18][CH2:19]1)[C:66](=[O:65])[c:68]1[cH:69][cH:70][cH:71][cH:72][cH:73]1. Starting materials: FC1=CC(=C(C=C1)C=1OC(=NN1)C=1C(=NOC1C)C1=CC=CC=C1)OC (2-(4-fluoro-2-methoxy-phenyl)-5-(5-methyl-3-phenyl-isoxazol-4-yl)-[1,3,4]oxadiazole), BrN1C(CCC1=O)=O (N-bromosuccinimide), N(=NC(C#N)(C)C)C(C#N)(C)C (2,2′-azobis(2-methylpropionitrile)), CN (methylamine), C([O-])([O-])=O.[K+].[K+] (potassium carbonate). The solvent is C(C)(=O)OCC (ethyl acetate), C(Cl)(Cl)(Cl)Cl (carbon tetrachloride), ClCCl (dichloromethane). Conditions: temperature 70 celsius, time 18 hour. Yields the product FC1=CC(=C(C=C1)C1=NN=C(O1)C=1C(=NOC1CNC)C1=CC=CC=C1)OC ({4-[5-(4-Fluoro-2-methoxy-phenyl)-[1,3,4]oxadiazol-2-yl]-3-phenyl-isoxazol-5-ylmethyl}-methyl-amine). Isolated yield 45.3%. RXN SMILES: [F:1][C:2]1[CH:7]=[CH:6][C:5]([C:8]2[O:9][C:10]([C:13]3[C:14]([C:19]4[CH:24]=[CH:23][CH:22]=[CH:21][CH:20]=4)=[N:15][O:16][C:17]=3[CH3:18])=[N:11][N:12]=2)=[C:4]([O:25][CH3:26])[CH:3]=1.Br[N:28]1C(=O)CC[C:29]1=O.N(C(C)(C)C#N)=NC(C)(C)C#N.CN.C(=O)([O-])[O-].[K+].[K+]>C(Cl)(Cl)(Cl)Cl.ClCCl.C(OCC)(=O)C>[F:1][C:2]1[CH:7]=[CH:6][C:5]([C:8]2[O:9][C:10]([C:13]3[C:14]([C:19]4[CH:24]=[CH:23][CH:22]=[CH:21][CH:20]=4)=[N:15][O:16][C:17]=3[CH2:18][NH:28][CH3:29])=[N:11][N:12]=2)=[C:4]([O:25][CH3:26])[CH:3]=1 |f:4.5.6|. Procedure details: To a solution of 2-(4-fluoro-2-methoxy-phenyl)-5-(5-methyl-3-phenyl-isoxazol-4-yl)-[1,3,4]oxadiazole (241 mg, 0.69 mmol) in carbon tetrachloride (2 mL) was added N-bromosuccinimide (122 mg, 0.69 mmol) and 2,2′-azobis(2-methylpropionitrile) (11 mg, 0.07 mmol) and the reaction mixture was stirred for 18 h at 70° C. It was diluted with dichloromethane (10 mL) and washed with aqueous sodium hydrogencarbonate (1 N, 10 mL). The aqueous phase was extracted with dichloromethane and dried over sodium sul...